From a dataset of the Open Reaction Database (ORD), a public repository of structured organic reaction records. describe an organic reaction: reactants, conditions, products, and yield The reactants are [Br-], CCCC[N+](CCCC)(CCCC)CCCC, Cc1ccccc1, C=CCc1c(C)cc(C)cc1O, FC(F)Cl, [Na+], [OH-], O. Product: C=CCc1c(C)cc(C)cc1OC(F)F. As a reaction SMILES: [Br-:20].[CH2:21]([N+:22]([CH2:23][CH2:24][CH2:25][CH3:26])([CH2:27][CH2:28][CH2:29][CH3:30])[CH2:31][CH2:32][CH2:33][CH3:34])[CH2:35][CH2:36][CH3:37].[CH3:38][c:39]1[cH:40][cH:41][cH:42][cH:43][cH:44]1.[CH3:3][c:4]1[c:5]([CH2:12][CH:13]=[CH2:14])[c:6]([OH:11])[cH:7][c:8]([CH3:10])[cH:9]1.[Cl:15][CH:16]([F:17])[F:18].[Na+:2].[OH-:1].[OH2:19]>>[CH3:3][c:4]1[c:5]([CH2:12][CH:13]=[CH2:14])[c:6]([O:11][CH:16]([F:17])[F:18])[cH:7][c:8]([CH3:10])[cH:9]1.